describe an organic reaction: reactants, conditions, products, and yield From a dataset of the Open Reaction Database (ORD), a public repository of structured organic reaction records. The reactants are C(C)OC=1C=C(C(=O)O)C=CC1OCC (3,4-diethoxybenzoic acid), CCN=C=NCCCN(C)C (EDCI), C=1C=CC2=C(C1)N=NN2O (HOBt), O1CCOCC1 (1,4-dioxane), N-hydroxyimidamide. Run at time 20 minute. Product: C(C)OC=1C=C(C=CC1OCC)C1=NC(=NO1)C1=CC=C2CC(NC2=C1)=O (6-(5-(3,4-diethoxyphenyl)-1,2,4-oxadiazol-3-yl)indolin-2-one). Yield: 50.0%. Reaction SMILES: [CH2:1]([O:3][C:4]1[CH:5]=[C:6]([CH:10]=[CH:11][C:12]=1[O:13][CH2:14][CH3:15])[C:7]([OH:9])=O)[CH3:2].CC[N:18]=[C:19]=[N:20]CCCN(C)C.[CH:27]1[CH:28]=[CH:29][C:30]2N(O)N=[N:33][C:31]=2[CH:32]=1.[O:37]1CCO[CH2:39][CH2:38]1>>[CH2:1]([O:3][C:4]1[CH:5]=[C:6]([C:7]2[O:9][N:18]=[C:19]([C:27]3[CH:32]=[C:31]4[C:30]([CH2:39][C:38](=[O:37])[NH:33]4)=[CH:29][CH:28]=3)[N:20]=2)[CH:10]=[CH:11][C:12]=1[O:13][CH2:14][CH3:15])[CH3:2]. Procedure: To a stirred solution of 3,4-diethoxybenzoic acid (73 mg, 0.35 mmol) in 1,4-dioxane was added EDCI (87 mg, 0.45 mmol) and HOBt (62 mg, 0.45 mmol), the reaction was stirred 20 min at room temperature. To the reaction was added the N-hydroxyimidamide (87 mg, 0.45 mmol) and the mixture was stirred for 30 min at room temperature followed by 16 h at 95° C. The reaction was concentrated under reduced pressure, diluted with EtOAc (80 ml) and washed with brine (2×30 ml). The organic layer was dried over... Starting materials: CC(=O)[O-], COc1ccc2c(c1OC)CCC2=O, CCO, Cl, NO, [Na+], O. The product is COc1ccc2c(c1OC)CCC2=NO. As a reaction SMILES: [CH3:19][C:20](=[O:21])[O-:22].[CH3:1][O:2][c:3]1[c:4]2[c:8]([cH:9][cH:10][c:11]1[O:12][CH3:13])[C:7](=[O:14])[CH2:6][CH2:5]2.[CH3:23][CH2:24][OH:25].[ClH:15].[NH2:16][OH:17].[Na+:18].[OH2:26]>>[CH3:1][O:2][c:3]1[c:4]2[c:8]([cH:9][cH:10][c:11]1[O:12][CH3:13])[C:7](=[N:16][OH:17])[CH2:6][CH2:5]2. As a reaction SMILES: [OH:1][N:2]=[CH:3][C:4]1[N:5]=[C:6]([CH:9]2[CH2:14][CH2:13][N:12]([C:15]([O:17][C:18]([CH3:21])([CH3:20])[CH3:19])=[O:16])[CH2:11][CH2:10]2)[S:7][CH:8]=1.[CH:22]1([CH2:28][O:29][C:30]2[CH:35]=[CH:34][CH:33]=[CH:32][C:31]=2[CH:36]=[CH2:37])[CH2:27][CH2:26][CH2:25][CH2:24][CH2:23]1.C(=O)([O-])O.[K+].ClN1C(=O)CCC1=O>C(OCC)(=O)C.O>[CH:22]1([CH2:28][O:29][C:30]2[CH:35]=[CH:34][CH:33]=[CH:32][C:31]=2[CH:36]2[O:1][N:2]=[C:3]([C:4]3[N:5]=[C:6]([CH:9]4[CH2:10][CH2:11][N:12]([C:15]([O:17][C:18]([CH3:21])([CH3:20])[CH3:19])=[O:16])[CH2:13][CH2:14]4)[S:7][CH:8]=3)[CH2:37]2)[CH2:23][CH2:24][CH2:25][CH2:26][CH2:27]1 |f:2.3|. The product is C1(CCCCC1)COC1=C(C=CC=C1)C1CC(=NO1)C=1N=C(SC1)C1CCN(CC1)C(=O)OC(C)(C)C (tert-Butyl 4-(4-(5-[2-(cyclohexylmethoxy)phenyl]-4,5-dihydro-1,2-oxazol-3-yl)-1,3-thiazol-2-yl)piperidine-1-carboxylate). Reported procedure: To a solution of tert-butyl 4-{4-[(hydroxyimino)methyl]-1,3-thiazol-2-yl}piperidine-1-carboxylate (2.90 g) and 1-(cyclohexylmethoxy)-2-vinylbenzene (2.40 g) in ethyl acetate (300 ml) were added, at room temperature, potassium hydrogencarbonate (4.60 g) and N-chlorosuccinimide (1.48 g), and then one drop of water. The reaction mixture was stirred at 60° C. for 6 h, then admixed with ethyl acetate and water and extracted with ethyl acetate. The organic extracts were dried over sodium sulphate and ... The reactants are C(O)([O-])=O.[K+] (potassium hydrogencarbonate), ClN1C(CCC1=O)=O (N-chlorosuccinimide), ON=CC=1N=C(SC1)C1CCN(CC1)C(=O)OC(C)(C)C (tert-butyl 4-{4-[(hydroxyimino)methyl]-1,3-thiazol-2-yl}piperidine-1-carboxylate), C1(CCCCC1)COC1=C(C=CC=C1)C=C (1-(cyclohexylmethoxy)-2-vinylbenzene). Run in O (water), C(C)(=O)OCC (ethyl acetate), C(C)(=O)OCC (ethyl acetate). Reagents/catalysts: O (water). Conditions: temperature 60 celsius, time 6 hour.